Dataset: the Open Reaction Database (ORD), a public repository of structured organic reaction records. Task: describe an organic reaction: reactants, conditions, products, and yield Starting materials: BrCCCCCCN1CCCCC1, [Li]CCCC, CCCCCC, CCO, Cl, C1COCCO1, O=C1Nc2cccnc2Nc2ccccc21. Product: O=C1Nc2cccnc2N(CCCCCCN2CCCCC2)c2ccccc21. As a reaction SMILES: [Br:22][CH2:23][CH2:24][CH2:25][CH2:26][CH2:27][CH2:28][N:29]1[CH2:30][CH2:31][CH2:32][CH2:33][CH2:34]1.[CH2:17]([Li:18])[CH2:19][CH2:20][CH3:21].[CH3:42][CH2:43][CH2:44][CH2:45][CH2:46][CH3:47].[CH3:48][CH2:49][OH:50].[ClH:35].[O:36]1[CH2:37][CH2:38][O:39][CH2:40][CH2:41]1.[n:1]1[cH:2][cH:3][cH:4][c:5]2[c:6]1[NH:7][c:8]1[c:9]([cH:13][cH:14][cH:15][cH:16]1)[C:10](=[O:12])[NH:11]2>>[n:1]1[cH:2][cH:3][cH:4][c:5]2[c:6]1[N:7]([CH2:23][CH2:24][CH2:25][CH2:26][CH2:27][CH2:28][N:29]1[CH2:30][CH2:31][CH2:32][CH2:33][CH2:34]1)[c:8]1[c:9]([cH:13][cH:14][cH:15][cH:16]1)[C:10](=[O:12])[NH:11]2. Starting materials: CC(=O)O[BH-](OC(C)=O)OC(C)=O, O=Cc1ccccc1, ClCCl, CCC(N)CO, [Na+]. Product: CCC(CO)NCc1ccccc1. As a reaction SMILES: [C:1]([O:2][BH-:3]([O:4][C:5](=[O:6])[CH3:7])[O:8][C:9](=[O:10])[CH3:11])(=[O:12])[CH3:13].[CH:21](=[O:22])[c:23]1[cH:24][cH:25][cH:26][cH:27][cH:28]1.[Cl:29][CH2:30][Cl:31].[NH2:15][CH:16]([CH2:17][OH:18])[CH2:19][CH3:20].[Na+:14]>>[NH:15]([CH:16]([CH2:17][OH:18])[CH2:19][CH3:20])[CH2:21][c:23]1[cH:24][cH:25][cH:26][cH:27][cH:28]1. RXN SMILES: C1(NC2N=C(C3C=CC=CN=3)C=C(C3C=NC=C(C#CCN4CCN(C(C)C)CC4)C=3)C=2)CC1.Br[C:36]1[CH:37]=[C:38]([C:42]2[CH:47]=[C:46]([NH:48][CH:49]([CH3:51])[CH3:50])[N:45]=[C:44]([C:52]3[CH:57]=[CH:56][CH:55]=[CH:54][N:53]=3)[CH:43]=2)[CH:39]=[N:40][CH:41]=1.C(N1CCN(CC#C)CC1)(C)C.[C:70]([N:74]1[CH2:79][CH2:78][N:77]([CH2:80][C:81]#[CH:82])[CH2:76][CH2:75]1)([CH3:73])([CH3:72])[CH3:71]>>[C:70]([N:74]1[CH2:75][CH2:76][N:77]([CH2:80][C:81]#[C:82][C:36]2[CH:37]=[C:38]([C:42]3[CH:47]=[C:46]([NH:48][CH:49]([CH3:51])[CH3:50])[N:45]=[C:44]([C:52]4[CH:57]=[CH:56][CH:55]=[CH:54][N:53]=4)[CH:43]=3)[CH:39]=[N:40][CH:41]=2)[CH2:78][CH2:79]1)([CH3:73])([CH3:72])[CH3:71]. Product: C(C)(C)(C)N1CCN(CC1)CC#CC=1C=C(C=NC1)C1=CC(=NC(=C1)NC(C)C)C1=NC=CC=C1 ({5″-[3-(4-tert-Butyl-piperazin-1-yl)-prop-1-ynyl]-[2,2′;4′,3″]terpyridin-6′-yl}-isopropyl-amine). Starting materials: C1(CC1)NC1=CC(=CC(=N1)C1=NC=CC=C1)C=1C=NC=C(C1)C#CCN1CCN(CC1)C(C)C (Cyclopropyl-{5″-[3-(4-isopropyl-piperazin-1-yl)-prop-1-ynyl]-[2,2′;4′,3″]terpyridin-6′-yl}-amine), C(C)(C)(C)N1CCN(CC1)CC#C (1-tert-Butyl-4-prop-2-ynyl-piperazine), C(C)(C)(C)N1CCN(CC1)CC#C (1-tert-Butyl-4-prop-2-ynyl-piperazine), BrC=1C=C(C=NC1)C1=CC(=NC(=C1)NC(C)C)C1=NC=CC=C1 ((5″-Bromo-[2,2′;4′,3″]terpyridin-6′-yl)-isopropyl-amine), C(C)(C)N1CCN(CC1)CC#C (1-isopropyl-4-(prop-2-ynyl)piperazine). Reported procedure: This compound is prepared analogously to Cyclopropyl-{5″-[3-(4-isopropyl-piperazin-1-yl)-prop-1-ynyl]-[2,2′;4′,3″]terpyridin-6′-yl}-amine (Example 2.127) by replacing (5″-Bromo-[2,2′;4′,3″]terpyridin-6′-yl)-cyclopropyl-amine (Example 1.26) with (5″-Bromo-[2,2′;4′,3″]terpyridin-6′-yl)-isopropyl-amine (Example 2.46, step1) and by replacing 1-isopropyl-4-(prop-2-ynyl)piperazine (Intermediate D1) with 1-tert-Butyl-4-prop-2-ynyl-piperazine (Intermediate D2). The reactants are CC1(CO)COC(C)(C)O1, COc1ccc2cc(C(C)C(=O)O)ccc2c1, CCN=C=NCCCN(C)C, CN(C)c1ccncc1, ClCCl. The product is COc1ccc2cc(C(C)C(=O)OCC3(C)COC(C)(C)O3)ccc2c1. As a reaction SMILES: [CH3:18][C:19]1([CH3:27])[O:20][CH2:21][C:22]([CH3:24])([CH2:25][OH:26])[O:23]1.[CH3:1][O:2][c:3]1[cH:4][c:5]2[cH:6][cH:7][c:8]([CH:13]([C:14](=[O:15])[OH:16])[CH3:17])[cH:9][c:10]2[cH:11][cH:12]1.[CH3:28][CH2:29][N:30]=[C:31]=[N:32][CH2:33][CH2:34][CH2:35][N:36]([CH3:37])[CH3:38].[CH3:42][N:43]([c:44]1[cH:45][cH:46][n:47][cH:48][cH:49]1)[CH3:50].[Cl:39][CH2:40][Cl:41]>>[CH3:1][O:2][c:3]1[cH:4][c:5]2[cH:6][cH:7][c:8]([CH:13]([C:14]([O:15][CH2:25][C:22]3([CH3:24])[CH2:21][O:20][C:19]([CH3:18])([CH3:27])[O:23]3)=[O:16])[CH3:17])[cH:9][c:10]2[cH:11][cH:12]1. Reactants: C(C)C1(C(C(CCC1)C)=O)C (2-ethyl-2,6-dimethylcyclohexanone), C#CC(CCC)O (1-hexyn-3-ol), solution, C(CCC)[Li] (butyl-lithium). The solvent is THF-75, O1CCCC1 (tetrahydrofurane), CCCCCC (hexane). Conditions: time 8 hour. Product: C(C)C1(C(C(CCC1)C)(O)C#CC(CCC)O)C (2-Ethyl-1-(3-hydroxy-1-hexynyl)-2,6-dimethyl-1-cyclohexanol). As a reaction SMILES: [CH:1]#[C:2][CH:3]([OH:7])[CH2:4][CH2:5][CH3:6].C([Li])CCC.[CH2:13]([C:15]1([CH3:23])[CH2:20][CH2:19][CH2:18][CH:17]([CH3:21])[C:16]1=[O:22])[CH3:14]>O1CCCC1.CCCCCC>[CH2:13]([C:15]1([CH3:23])[CH2:20][CH2:19][CH2:18][CH:17]([CH3:21])[C:16]1([C:1]#[C:2][CH:3]([OH:7])[CH2:4][CH2:5][CH3:6])[OH:22])[CH3:14]. Procedure details: 40.2 G (0.41M) of 1-hexyn-3-ol in 200 ml of anhydrous tetrahydrofurane (THF) have been placed in a three-necked reaction vessel and cooled to -70°. At this temperature there were added under stirring 390 ml (0.91M) of a 15% solution of butyl-lithium in hexane and the temperature was then raised to about 20° within one night. A solution of 40 g (0.26M) of 2-ethyl-2,6-dimethylcyclohexanone in 90 ml of THF-75/25 isomeric mixture of the following compounds ##STR15## was added dropwise to the reactio...